From a dataset of the Open Reaction Database (ORD), a public repository of structured organic reaction records. describe an organic reaction: reactants, conditions, products, and yield Reactants: N1=CN=C(C=C1)C=1N=C2N(CCCCC2)C(C1)=O (2-pyrimidin-4-yl-7,8,9,10-tetrahydro-6H-pyrimido[1,2-a]azepin-4-one), C[Si](C)(C)[N-][Si](C)(C)C.[Li+] (lithium bis(trimethylsilyl)amide), ClC(=O)OC1=CC=C(C=C1)[N+](=O)[O-] (4-nitrophenyl chloroformate). Run in O1CCCC1 (tetrahydrofuran), O1CCCC1 (tetrahydrofuran). Run at temperature -50 celsius, time 10 minute. Yields the product [N+](=O)([O-])C1=CC=C(C=C1)OC(=O)C1C=2N(CCCC1)C(C=C(N2)C2=NC=NC=C2)=O ((+/−)-4-oxo-2-pyrimidin-4-yl-4,6,7,8,9,10-hexahydro-pyrimido[1,2-a]azepine-10-carboxylic acid (4-nitro-phenyl) ester). RXN SMILES: [N:1]1[CH:6]=[CH:5][C:4]([C:7]2[N:8]=[C:9]3[CH2:15][CH2:14][CH2:13][CH2:12][CH2:11][N:10]3[C:16](=[O:18])[CH:17]=2)=[N:3][CH:2]=1.C[Si]([N-][Si](C)(C)C)(C)C.[Li+].Cl[C:30]([O:32][C:33]1[CH:38]=[CH:37][C:36]([N+:39]([O-:41])=[O:40])=[CH:35][CH:34]=1)=[O:31]>O1CCCC1>[N+:39]([C:36]1[CH:35]=[CH:34][C:33]([O:32][C:30]([CH:15]2[CH2:14][CH2:13][CH2:12][CH2:11][N:10]3[C:16](=[O:18])[CH:17]=[C:7]([C:4]4[CH:5]=[CH:6][N:1]=[CH:2][N:3]=4)[N:8]=[C:9]23)=[O:31])=[CH:38][CH:37]=1)([O-:41])=[O:40] |f:1.2|. Procedure details: To a solution of 0.500 g (2.06 mmol) of 2-pyrimidin-4-yl-7,8,9,10-tetrahydro-6H-pyrimido[1,2-a]azepin-4-one (step 6.1 of example 6) in dry tetrahydrofuran (20 mL) under argon at −40° C. was added 2.27 mL (2.27 mmol) of lithium bis(trimethylsilyl)amide (1M in tetrahydrofuran). The solution was stirred at −50° C. for 10 min and 1.04 g (5.16 mmol) of 4-nitrophenyl chloroformate diluted in 3 ml of dry tetrahydrofuran was added. The mixture was quenched with the addition of a saturated solution of am...